Dataset: the Open Reaction Database (ORD), a public repository of structured organic reaction records. Task: describe an organic reaction: reactants, conditions, products, and yield Reactants: CC(C)O, COc1ncc(-c2cc(NC(=O)c3csc(CN4CC(C)OC(C)C4)n3)c3cnn(S(=O)(=O)c4ccc(C)cc4)c3c2)cc1NS(=O)(=O)c1ccc(F)cc1F, [Na+], [OH-]. The product is COc1ncc(-c2cc(NC(=O)c3csc(CN4CC(C)OC(C)C4)n3)c3cn[nH]c3c2)cc1NS(=O)(=O)c1ccc(F)cc1F. Reaction SMILES: [CH:59]([OH:60])([CH3:61])[CH3:62].[F:1][c:2]1[c:3]([S:9](=[O:10])(=[O:11])[NH:12][c:13]2[cH:14][c:15](-[c:21]3[cH:22][c:23]([NH:40][C:41](=[O:42])[c:43]4[n:44][c:45]([CH2:48][N:49]5[CH2:50][CH:51]([CH3:56])[O:52][CH:53]([CH3:55])[CH2:54]5)[s:46][cH:47]4)[c:24]4[cH:25][n:26][n:27]([S:30]([c:31]5[cH:32][cH:33][c:34]([CH3:35])[cH:36][cH:37]5)(=[O:38])=[O:39])[c:28]4[cH:29]3)[cH:16][n:17][c:18]2[O:19][CH3:20])[cH:4][cH:5][c:6]([F:8])[cH:7]1.[Na+:58].[OH-:57]>>[F:1][c:2]1[c:3]([S:9](=[O:10])(=[O:11])[NH:12][c:13]2[cH:14][c:15](-[c:21]3[cH:22][c:23]([NH:40][C:41](=[O:42])[c:43]4[n:44][c:45]([CH2:48][N:49]5[CH2:50][CH:51]([CH3:56])[O:52][CH:53]([CH3:55])[CH2:54]5)[s:46][cH:47]4)[c:24]4[cH:25][n:26][nH:27][c:28]4[cH:29]3)[cH:16][n:17][c:18]2[O:19][CH3:20])[cH:4][cH:5][c:6]([F:8])[cH:7]1. Starting materials: OC=1C=2N(N(C(C1C1=NS(C3=C(N1)C=CC(=C3)I)(=O)=O)=O)CCC(C)C)C=CC2 (4-Hydroxy-3-(7-iodo-1,1-dioxo-1,4-dihydro-1λ6-benzo[1,2,4]thiadiazin-3-yl)-1-(3-methyl-butyl)-pyrrolo[1,2-b]pyridazin-2-one), C1(CC1)S(=O)(=O)N (cyclopropanesulfonic acid amide), [O-]P([O-])(=O)OP(=O)([O-])OP(=O)([O-])[O-].[K+].[K+].[K+].[K+].[K+] (potassium triphosphate), N(C)CC(=O)O (sarcosine). Reagents/catalysts: [Cu]I (copper (I) iodide). Solvent: CN(C=O)C (N,N-dimethylformamide). Yields the product OC=1C=2N(N(C(C1C1=NS(C3=C(N1)C=CC(=C3)NS(=O)(=O)C3CC3)(=O)=O)=O)CCC(C)C)C=CC2 (cyclopropanesulfonic acid {3-[4-hydroxy-1-(3-methyl-butyl)-2-oxo-1,2-dihydro-pyrrolo[1,2-b]pyridazin-3-yl]-1,1-dioxo-1,4-dihydro-1λ6-benzo[1,2,4]thiadiazin-7-yl}-amide). Yield: 50.3%. Reaction SMILES: [OH:1][C:2]1[C:3]2[N:4]([CH:27]=[CH:28][CH:29]=2)[N:5]([CH2:22][CH2:23][CH:24]([CH3:26])[CH3:25])[C:6](=[O:21])[C:7]=1[C:8]1[NH:13][C:12]2[CH:14]=[CH:15][C:16](I)=[CH:17][C:11]=2[S:10](=[O:20])(=[O:19])[N:9]=1.[O-]P(OP(OP([O-])([O-])=O)([O-])=O)(=O)[O-].[K+].[K+].[K+].[K+].[K+].N(CC(O)=O)C.[CH:54]1([S:57]([NH2:60])(=[O:59])=[O:58])[CH2:56][CH2:55]1>[Cu]I.CN(C)C=O>[OH:1][C:2]1[C:3]2[N:4]([CH:27]=[CH:28][CH:29]=2)[N:5]([CH2:22][CH2:23][CH:24]([CH3:26])[CH3:25])[C:6](=[O:21])[C:7]=1[C:8]1[NH:13][C:12]2[CH:14]=[CH:15][C:16]([NH:60][S:57]([CH:54]3[CH2:56][CH2:55]3)(=[O:59])=[O:58])=[CH:17][C:11]=2[S:10](=[O:20])(=[O:19])[N:9]=1 |f:1.2.3.4.5.6|. Reported procedure: 4-Hydroxy-3-(7-iodo-1,1-dioxo-1,4-dihydro-1λ6-benzo[1,2,4]thiadiazin-3-yl)-1-(3-methyl-butyl)-pyrrolo[1,2-b]pyridazin-2-one (Example 13a, 0.105 g, 0.199 mmol), potassium triphosphate (0.127 g, 0.598 mmol), sarcosine (0.011 g, 0.119 mmol), and copper (I) iodide (0.015 g, 0.080 mmol) were combined. Anhydrous N,N-dimethylformamide (7 mL) was added followed by cyclopropanesulfonic acid amide (0.12 g, 1 mmol). The solution was degassed while stirring under vacuum and the flask purged with nitrogen. T...